Dataset: the Open Reaction Database (ORD), a public repository of structured organic reaction records. Task: describe an organic reaction: reactants, conditions, products, and yield Reactants: P(O)(O)(O)=O (phosphoric acid), COC=1C=C(C=CC1)C1(CCN(CC1)C)O (4-(3-methoxyphenyl)-1-methyl-4-piperidinol), [OH-].[NH4+] (ammonium hydroxide). Solvent: O (water). Product: COC=1C=C(C=CC1)C=1CCN(CC1)C (1,2,3,6-tetrahydro-4-(3-methoxyphenyl)-1-methylpyridine). Yield: 97.5%. RXN SMILES: P(=O)(O)(O)O.[CH3:6][O:7][C:8]1[CH:9]=[C:10]([C:14]2(O)[CH2:19][CH2:18][N:17]([CH3:20])[CH2:16][CH2:15]2)[CH:11]=[CH:12][CH:13]=1.[OH-].[NH4+]>O>[CH3:6][O:7][C:8]1[CH:9]=[C:10]([C:14]2[CH2:19][CH2:18][N:17]([CH3:20])[CH2:16][CH:15]=2)[CH:11]=[CH:12][CH:13]=1 |f:2.3|. Reported procedure: To 4.075 liters of 85% phosphoric acid at 60° C. in a 22 liter flask equipped with a condenser, thermometer, and stirrer was added portionwise 1.015 kg (4.35 mol) of 4-(3-methoxyphenyl)-1-methyl-4-piperidinol via a powder funnel. The reaction mixture was stirred for 3 hours at a temperature between 70° C. and 80° C. whereupon 4 liters of water was added and the temperature of the reaction mixture adjusted to approximately 50° C. The mixture was neutralized to pH 8.5 by the addition of 8.5 liters...